Dataset: the Open Reaction Database (ORD), a public repository of structured organic reaction records. Task: describe an organic reaction: reactants, conditions, products, and yield Reactants: C(C=C)C1=C(C(=CC=2C(C3=CC=CC=C3OC12)=O)C)O (4-allyl-3-hydroxy-2-methyl-9-oxo-9H-xanthene), ClC1=CC(=CC=C1)C(=O)OO (m-chloroperbenzoic acid), C(Cl)(Cl)Cl (chloroform), C([O-])([O-])=O.[K+].[K+] (potassium carbonate). Run in O (water). Reaction conditions: time 5 hour. The product is CC1=CC=2C(C=3C=CC=CC3OC2C2=C1OC(C2)C(=O)O)=O (1,2-dihydro-4-methyl-6-oxo-6H-furo[2,3-c]xanthene-2-carboxylic acid). Yield: 65.2%. RXN SMILES: [CH2:1]([C:4]1[C:17]2[O:16][C:15]3[C:10](=[CH:11][CH:12]=[CH:13][CH:14]=3)[C:9](=[O:18])[C:8]=2[CH:7]=[C:6]([CH3:19])[C:5]=1[OH:20])[CH:2]=C.ClC1C=CC=C(C(OO)=O)C=1.C(Cl)(Cl)Cl.[C:36](=[O:39])([O-])[O-:37].[K+].[K+]>O>[CH3:19][C:6]1[C:5]2[O:20][CH:2]([C:36]([OH:37])=[O:39])[CH2:1][C:4]=2[C:17]2[O:16][C:15]3[CH:14]=[CH:13][CH:12]=[CH:11][C:10]=3[C:9](=[O:18])[C:8]=2[CH:7]=1 |f:3.4.5|. Procedure: A mixture of 4-allyl-3-hydroxy-2-methyl-9-oxo-9H-xanthene (12 g), m-chloroperbenzoic acid (12 g) and chloroform (700 ml) was stirred at room temperature for 5 hours and thereafter left to stand overnight. To the mixture, 20 g of potassium carbonate and 400 ml of water were added and the resulting mixture was extracted with chloroform. The chloroform layer was dried and the solvent was distilled off. The residue was dissolved in acetone (2,000 ml) and, to the stirred solution, a mixture of chromi... The reactants are Cl (HCl), C1(=CC=CC=C1)C(C1=CC=CC=C1)(C1=CC=CC=C1)NC[C@H]1[C@@H](C1)COCC1=CC=C(C=C1)C=1OC2=C(N1)C=CC=C2 (trans-2-triphenylmethylaminomethyl-[4-(benzoxazol-2-yl)benzyloxymethyl]cyclopropane), Cl (HCl), C(Cl)Cl (CH2Cl2). Run in CCO (EtOH). Run at time 8 hour. Yields the product Cl.NC[C@H]1[C@@H](C1)COCC1=CC=C(C=C1)C=1OC2=C(N1)C=CC=C2 (trans-2-aminomethyl-[4-(benzoxazol-2-yl)benzyloxy-methyl]cyclopropane hydrochloride). RXN SMILES: C1(C([NH:20][CH2:21][C@@H:22]2[CH2:24][C@H:23]2[CH2:25][O:26][CH2:27][C:28]2[CH:33]=[CH:32][C:31]([C:34]3[O:35][C:36]4[CH:42]=[CH:41][CH:40]=[CH:39][C:37]=4[N:38]=3)=[CH:30][CH:29]=2)(C2C=CC=CC=2)C2C=CC=CC=2)C=CC=CC=1.C(Cl)[Cl:44].Cl>CCO>[ClH:44].[NH2:20][CH2:21][C@@H:22]1[CH2:24][C@H:23]1[CH2:25][O:26][CH2:27][C:28]1[CH:33]=[CH:32][C:31]([C:34]2[O:35][C:36]3[CH:42]=[CH:41][CH:40]=[CH:39][C:37]=3[N:38]=2)=[CH:30][CH:29]=1 |f:4.5|. Reported procedure: To a mixture of trans-2-triphenylmethylaminomethyl-[4-(benzoxazol-2-yl)benzyloxymethyl]cyclopropane (0.252 g; 0.458 mmol) in 40 ml EtOH:CH2Cl2 ; 10:1 is added ethanolic HCl until pH≅2. This is stirred overnight, further ethanolic HCl is added and stirring continued another 24 hrs. The reaction mixture is then heated to reflux for 5 hrs., concentrated in vacuo and flash chromatographed using CH2Cl2 : EtCH; 3:1 to obtain trans-2-aminomethyl-[4-(benzoxazol-2-yl)benzyloxy-methyl]cyclopropane hydroch...